From a dataset of the Open Reaction Database (ORD), a public repository of structured organic reaction records. describe an organic reaction: reactants, conditions, products, and yield Product: Cc1cc(Cl)cc2c(Br)ccnc12. RXN SMILES: [Br-:14].[Br-:15].[CH3:35][C:36]#[N:37].[Cl:1][c:2]1[cH:3][c:4]2[c:5]([OH:13])[cH:6][cH:7][n:8][c:9]2[c:10]([CH3:12])[cH:11]1.[c:16]1([P:17]([c:18]2[cH:19][cH:20][cH:21][cH:22][cH:23]2)[c:24]2[cH:25][cH:26][cH:27][cH:28][cH:29]2)[cH:30][cH:31][cH:32][cH:33][cH:34]1>>[Cl:1][c:2]1[cH:3][c:4]2[c:5]([Br:14])[cH:6][cH:7][n:8][c:9]2[c:10]([CH3:12])[cH:11]1. Starting materials: [Br-], [Br-], CC#N, Cc1cc(Cl)cc2c(O)ccnc12, c1ccc(P(c2ccccc2)c2ccccc2)cc1. Reactants: O=[N+]([O-])c1cccc(N=C=S)c1, COc1ccc(C(=O)Nc2ccccc2)cc1N. The product is COc1ccc(C(=O)Nc2ccccc2)cc1NC(=S)Nc1cccc([N+](=O)[O-])c1. Reaction SMILES: [N+:19](=[O:20])([O-:21])[c:22]1[cH:23][c:24]([N:28]=[C:29]=[S:30])[cH:25][cH:26][cH:27]1.[NH2:1][c:2]1[cH:3][c:4]([C:5](=[O:6])[NH:7][c:8]2[cH:9][cH:10][cH:11][cH:12][cH:13]2)[cH:14][cH:15][c:16]1[O:17][CH3:18]>>[NH:1]([c:2]1[cH:3][c:4]([C:5](=[O:6])[NH:7][c:8]2[cH:9][cH:10][cH:11][cH:12][cH:13]2)[cH:14][cH:15][c:16]1[O:17][CH3:18])[C:29]([NH:28][c:24]1[cH:23][c:22]([N+:19](=[O:20])[O-:21])[cH:27][cH:26][cH:25]1)=[S:30]. Starting materials: C(CC1=CC=CC=C1)P(O)(=O)CCC1=CC=CC=C1 (Diphenethylphosphinic acid), S(=O)(=O)(Cl)Cl (sulfuryl chloride). Solvent: C(Cl)(Cl)(Cl)Cl (carbon tetrachloride). The product is C(CC1=CC=CC=C1)P(=O)(CCC1=CC=CC=C1)Cl (diphenethylphosphinylchloride). Reaction SMILES: [CH2:1]([P:9]([CH2:12][CH2:13][C:14]1[CH:19]=[CH:18][CH:17]=[CH:16][CH:15]=1)(=O)[OH:10])[CH2:2][C:3]1[CH:8]=[CH:7][CH:6]=[CH:5][CH:4]=1.S(Cl)([Cl:23])(=O)=O>C(Cl)(Cl)(Cl)Cl>[CH2:1]([P:9]([Cl:23])([CH2:12][CH2:13][C:14]1[CH:19]=[CH:18][CH:17]=[CH:16][CH:15]=1)=[O:10])[CH2:2][C:3]1[CH:8]=[CH:7][CH:6]=[CH:5][CH:4]=1. Procedure details: Diphenethylphosphinic acid (1.67 g, 6.1 m mole) was dissolved in carbon tetrachloride (5 ml), and sulfuryl chloride (1.46 g, 10.8 m mole) was added thereto, and the mixture was heated while refluxing for 2 hours. It was confirmed that the starting material did not remain by tracement of the NMR spectrum. The solvent and excess sulfuryl chloride were distilled off under reduced pressure to obtain an oily diphenethylphosphinylchloride, which was supplied for the following reaction. Starting materials: C(C)(=O)OC(C)=O (Acetic anhydride), OC1=C(C=CC=C1OC1=C(C=CC=C1)C)C(C(=O)O)CCCCCCC (2-[2-hydroxy-3-(o-tolyloxy)phenyl]-n-nonanoic acid). Yields the product C(CCCCCC)C1C(OC2=C1C=CC=C2OC2=C(C=CC=C2)C)=O (3-(n-heptyl)-7-(o-tolyloxy)-2,3-dihydrobenzofuran-2-one). Isolated yield 73.5%. Reaction SMILES: C(OC(=O)C)(=O)C.O[C:9]1[C:14]([O:15][C:16]2[CH:21]=[CH:20][CH:19]=[CH:18][C:17]=2[CH3:22])=[CH:13][CH:12]=[CH:11][C:10]=1[CH:23]([CH2:27][CH2:28][CH2:29][CH2:30][CH2:31][CH2:32][CH3:33])[C:24]([OH:26])=[O:25]>>[CH2:27]([CH:23]1[C:10]2[CH:11]=[CH:12][CH:13]=[C:14]([O:15][C:16]3[CH:21]=[CH:20][CH:19]=[CH:18][C:17]=3[CH3:22])[C:9]=2[O:25][C:24]1=[O:26])[CH2:28][CH2:29][CH2:30][CH2:31][CH2:32][CH3:33]. Procedure: Acetic anhydride (5 ml) was added to 2-[2-hydroxy-3-(o-tolyloxy)phenyl]-n-nonanoic acid (4.3 g), and the mixture was refluxed under heating for 10 minutes and evaporated under reduced pressure. The residue was purified by column chromatography (silica gel 60 g, benzene) to give 3-(n-heptyl)-7-(o-tolyloxy)-2,3-dihydrobenzofuran-2-one (3.0 g). The reactants are O=C(C=1C=CC=CC1)N2CCCCC2. Reagents/catalysts: O1B(OC(C)(C)C1(C)C)B2OC(C)(C)C(O2)(C)C, O=C(NC=1C=CC=CC1C=2C=NC(=CC2)C3=NC=CC=C3)NC4CCCCC4, C[OH2+].C[OH2+].C1CC=CCCC=C1.C1CC=CCCC=C1.[Ir].[Ir]. Run in C=1C=C(C=CC1C)C. Conditions: temperature 25 celsius, time 16 hour. Product: O=C(C=1C=CC=C(C1)B2OC(C)(C)C(O2)(C)C)N3CCCCC3, O=C(C1=CC=C(C=C1)B2OC(C)(C)C(O2)(C)C)N3CCCCC3. Yield: 1.0%. Reactants: Cl, COc1cc(C)c(C(=O)N=C(N)N)cc1S(C)(=O)=O, c1ccncc1, c1ccncc1. Product: Cc1cc(O)c(S(C)(=O)=O)cc1C(=O)N=C(N)N. Reaction SMILES: [ClH:20].[NH2:1][C:2](=[N:3][C:4]([c:5]1[c:6]([CH3:17])[cH:7][c:8]([O:15][CH3:16])[c:9]([S:11](=[O:12])(=[O:13])[CH3:14])[cH:10]1)=[O:18])[NH2:19].[cH:27]1[cH:28][cH:29][n:30][cH:31][cH:32]1.[n:21]1[cH:22][cH:23][cH:24][cH:25][cH:26]1>>[NH2:1][C:2](=[N:3][C:4]([c:5]1[c:6]([CH3:17])[cH:7][c:8]([OH:15])[c:9]([S:11](=[O:12])(=[O:13])[CH3:14])[cH:10]1)=[O:18])[NH2:19].